From a dataset of the Open Reaction Database (ORD), a public repository of structured organic reaction records. describe an organic reaction: reactants, conditions, products, and yield Reactants: ClCCCS(=O)(=O)[O-].[Na+] (sodium 3-chloropropanesulfonate), FC(C(=O)O)(F)F (trifluoroacetic acid), [Cl-].[NH4+] (ammonium chloride), C1(=CC=CC=C1)P(CCCS(=O)(=O)[O-])C1=CC=CC=C1.[Na+] (sodium 3-(diphenylphosphino)propanesulfonate), [Cl-].[Na+] (sodium chloride), C1(=CC=CC=C1)P(C1=CC=CC=C1)C1=CC=CC=C1 (triphenylphosphine), [Na] (sodium), N (ammonia). Run in O1CCCC1 (tetrahydrofuran), liquid. Run at temperature -78 celsius, time 30 minute. The product is C1(=CC=CC=C1)P(CCCS(=O)(=O)O)C1=CC=CC=C1 (3-(diphenylphosphino)propanesulfonic acid). As a reaction SMILES: [Na].N.C1(P(C2C=CC=CC=2)C2C=CC=CC=2)C=CC=CC=1.[Cl-].[NH4+].ClCCCS([O-])(=O)=O.[Na+].[C:33]1([P:39]([C:47]2[CH:52]=[CH:51][CH:50]=[CH:49][CH:48]=2)[CH2:40][CH2:41][CH2:42][S:43]([O-:46])(=[O:45])=[O:44])[CH:38]=[CH:37][CH:36]=[CH:35][CH:34]=1.[Na+].[Cl-].[Na+].FC(F)(F)C(O)=O>O1CCCC1>[C:47]1([P:39]([C:33]2[CH:34]=[CH:35][CH:36]=[CH:37][CH:38]=2)[CH2:40][CH2:41][CH2:42][S:43]([OH:46])(=[O:45])=[O:44])[CH:48]=[CH:49][CH:50]=[CH:51][CH:52]=1 |f:3.4,5.6,7.8,9.10,^1:0|. Reported procedure: The compound 3-(diphenylphosphino)propanesulfonic acid was produced by the following procedure. To a solution of 3.8 g of sodium in 500 ml of liquid ammonia in a stirred reaction vessel maintained at -78° C. by cooling, 21.8 g of triphenylphosphine was added. After 30 minutes, 4.3 g of ammonium chloride was added and after an additional 30 minutes, 15 g of sodium 3-chloropropanesulfonate was added. The cooling was stopped and 400 ml of tetrahydrofuran was added to the reaction mixture. After the... Starting materials: OC1=C(C(OC(=C1)C)=O)S (4-hydroxy-3-mercapto-6-methyl-2-pyrone), C(C#C)Br (Propargyl bromide), [Br-].[NH+]1=CC=CC=C1 (pyridinium bromide). Solvent: N1=CC=CC=C1 (pyridine). Product: OC1=C(C(OC(=C1)C)=O)SCC#C (4-hydroxy-6-methyl-3-propargylthio- 2-pyrone). Conditions: time 1 hour. As a reaction SMILES: [OH:1][C:2]1[CH:7]=[C:6]([CH3:8])[O:5][C:4](=[O:9])[C:3]=1[SH:10].[CH2:11](Br)[C:12]#[CH:13].[Br-].[NH+]1C=CC=CC=1>N1C=CC=CC=1>[OH:1][C:2]1[CH:7]=[C:6]([CH3:8])[O:5][C:4](=[O:9])[C:3]=1[S:10][CH2:13][C:12]#[CH:11] |f:2.3|. Procedure details: A solution of 39.5 g. (0.250 mole) of 4-hydroxy-3-mercapto-6-methyl-2-pyrone in 250 ml. of pyridine was cooled to 15°C. in an ice bath. Propargyl bromide (29.7 g., 0.250 mole) was then added in one portion, causing the temperature of the reaction mixture to rise to 53°C. When the temperature began to subside, the flask was placed on the steam bath and heated at 80°C. for one hour, during which pyridinium bromide by-product precipitated. The reaction mixture was then cooled and poured into a mixt... Reactants: Br, Br, CC1(C)C(=O)Nc2ccccc21, ClC(Cl)Cl. Yields the product CC1(C)C(=O)Nc2ccc(Br)cc21. As a reaction SMILES: [Br:13].[BrH:14].[CH3:1][C:2]1([CH3:12])[C:3](=[O:11])[NH:4][c:5]2[cH:6][cH:7][cH:8][cH:9][c:10]21.[CH:15]([Cl:16])([Cl:17])[Cl:18]>>[CH3:1][C:2]1([CH3:12])[C:3](=[O:11])[NH:4][c:5]2[cH:6][cH:7][c:8]([Br:14])[cH:9][c:10]21.